Dataset: the Open Reaction Database (ORD), a public repository of structured organic reaction records. Task: describe an organic reaction: reactants, conditions, products, and yield The reactants are C(C)(C)N1CCC(CC1)C1=CC=C(C=C1)NC=1C=2N(C(=CN1)C=1C=C3CNC(C3=CC1)=O)C=CN2 (5-{8-[4-(1-Isopropylpiperidin-4-yl)phenylamino]-imidazo[1,2-a]pyrazin-5-yl}-2,3-dihydroisoindol-1-one), C(C)(C)N1CCN(CC1)C1=C(C=C(C=C1)N)C(F)(F)F (4-(4-isopropylpiperazin-1-yl)-3-(trifluoromethyl)phenylamine). Product: C(C)(C)N1CCN(CC1)C1=C(C=C(C=C1)NC=1C=2N(C(=CN1)C=1C=C3CNC(C3=CC1)=O)C=CN2)C(F)(F)F (5-{8-[4-(4-Isopropylpiperazin-1-yl)-3-trifluoromethylphenylamino]imidazo[1,2-a]pyrazin-5-yl}-2,3-dihydroisoindol-1-one). As a reaction SMILES: C(N1CCC(C2C=CC(N[C:17]3[C:18]4[N:19]([CH:33]=[CH:34][N:35]=4)[C:20]([C:23]4[CH:24]=[C:25]5[C:29](=[CH:30][CH:31]=4)[C:28](=[O:32])[NH:27][CH2:26]5)=[CH:21][N:22]=3)=CC=2)CC1)(C)C.[CH:36]([N:39]1[CH2:44][CH2:43][N:42]([C:45]2[CH:50]=[CH:49][C:48]([NH2:51])=[CH:47][C:46]=2[C:52]([F:55])([F:54])[F:53])[CH2:41][CH2:40]1)([CH3:38])[CH3:37]>>[CH:36]([N:39]1[CH2:40][CH2:41][N:42]([C:45]2[CH:50]=[CH:49][C:48]([NH:51][C:17]3[C:18]4[N:19]([CH:33]=[CH:34][N:35]=4)[C:20]([C:23]4[CH:24]=[C:25]5[C:29](=[CH:30][CH:31]=4)[C:28](=[O:32])[NH:27][CH2:26]5)=[CH:21][N:22]=3)=[CH:47][C:46]=2[C:52]([F:55])([F:54])[F:53])[CH2:43][CH2:44]1)([CH3:38])[CH3:37]. Reported procedure: This compound may be prepared using the methods as described for Compound 206, using 4-(4-isopropylpiperazin-1-yl)-3-(trifluoromethyl)phenylamine in Step 3. LCMS: Rt=0.98 min (95%), m/z 536 (M+H)+. Reactants: C(C)(C)(C)OC(=O)NC1CN(CC1C)CC1=CC=CC=C1 (3-(t-butoxycarbonylamino)-1-benzyl-4-methylpyrrolidine). The reagents and catalysts are [Pd] (Pd-C). The solvent is C(C)O (ethanol). The product is C(C)(C)(C)OC(=O)NC1CNCC1C (3-(t-butoxycarbonylamino)-4-methylpyrrolidine). Reaction SMILES: [C:1]([O:5][C:6]([NH:8][CH:9]1[CH:13]([CH3:14])[CH2:12][N:11](CC2C=CC=CC=2)[CH2:10]1)=[O:7])([CH3:4])([CH3:3])[CH3:2]>[Pd].C(O)C>[C:1]([O:5][C:6]([NH:8][CH:9]1[CH:13]([CH3:14])[CH2:12][NH:11][CH2:10]1)=[O:7])([CH3:4])([CH3:2])[CH3:3]. Reported procedure: To 3-(t-butoxycarbonylamino)-1-benzyl-4-methylpyrrolidine (3.9 g) are added ethanol (50 ml) and 10% Pd-C (780 mg), and the mixture is subjected to catalytic reduction at 60° C. under atmospheric pressure. After the catalytic reduction, the catalyst is removed off by filtration, and the filtrate is concentrated. The resulting residue is recrystallized from ethyl acetate-petroleum ether to give 3-(t-butoxycarbonylamino)-4-methylpyrrolidine (isomer A) (2.01 g), as colorless prisms, m.p. 86.8°-87° C... Reactants: O=C(n1ccnc1)n1ccnc1, Cn1nc(-c2ccc(C(=O)O)cc2)ccc1=O, CN(C)C=O, CO, O=S(=O)(c1cc2cc(Cl)ccc2[nH]1)N1CCNCC1. Product: Cn1nc(-c2ccc(C(=O)N3CCN(S(=O)(=O)c4cc5cc(Cl)ccc5[nH]4)CC3)cc2)ccc1=O. As a reaction SMILES: [C:18]([n:19]1[cH:20][cH:21][n:22][cH:23]1)([n:24]1[cH:25][cH:26][n:27][cH:28]1)=[O:29].[CH3:1][n:2]1[n:3][c:4](-[c:9]2[cH:10][cH:11][c:12]([C:13](=[O:14])[OH:15])[cH:16][cH:17]2)[cH:5][cH:6][c:7]1=[O:8].[CH3:49][N:50]([CH3:51])[CH:52]=[O:53].[CH3:54][OH:55].[Cl:30][c:31]1[cH:32][c:33]2[cH:34][c:35]([S:40](=[O:41])(=[O:42])[N:43]3[CH2:44][CH2:45][NH:46][CH2:47][CH2:48]3)[nH:36][c:37]2[cH:38][cH:39]1>>[CH3:1][n:2]1[n:3][c:4](-[c:9]2[cH:10][cH:11][c:12]([C:13](=[O:15])[N:46]3[CH2:45][CH2:44][N:43]([S:40]([c:35]4[cH:34][c:33]5[cH:32][c:31]([Cl:30])[cH:39][cH:38][c:37]5[nH:36]4)(=[O:41])=[O:42])[CH2:48][CH2:47]3)[cH:16][cH:17]2)[cH:5][cH:6][c:7]1=[O:8]. Reactants: C(C1=CC=CC=C1)OC1=NC=CC=C1C=1C=CC=2N(C1)C(=C(N2)C2=CC=C(C=C2)C2(CCC2)N)C2=CC=CC=C2 (1-{4-[6-(2-benzyloxy-pyridin-3-yl)-3-phenyl-imidazo[1,2-a]pyridin-2-yl]-phenyl}-cyclobutylamine). Solvent: CCO (EtOH). The product is NC1(CCC1)C1=CC=C(C=C1)C=1N=C2N(C=C(C=C2)C=2C(=NC=CC2)O)C1C1=CC=CC=C1 (3-{2-[4-(1-amino-cyclobutyl)-phenyl]-3-phenyl-imidazo[1,2-a]pyridin-6-yl}-pyridin-2-ol). The yield is 11.6%. Reaction SMILES: C([O:8][C:9]1[C:14]([C:15]2[CH:16]=[CH:17][C:18]3[N:19]([C:21]([C:35]4[CH:40]=[CH:39][CH:38]=[CH:37][CH:36]=4)=[C:22]([C:24]4[CH:29]=[CH:28][C:27]([C:30]5([NH2:34])[CH2:33][CH2:32][CH2:31]5)=[CH:26][CH:25]=4)[N:23]=3)[CH:20]=2)=[CH:13][CH:12]=[CH:11][N:10]=1)C1C=CC=CC=1>CCO>[NH2:34][C:30]1([C:27]2[CH:26]=[CH:25][C:24]([C:22]3[N:23]=[C:18]4[CH:17]=[CH:16][C:15]([C:14]5[C:9]([OH:8])=[N:10][CH:11]=[CH:12][CH:13]=5)=[CH:20][N:19]4[C:21]=3[C:35]3[CH:40]=[CH:39][CH:38]=[CH:37][CH:36]=3)=[CH:29][CH:28]=2)[CH2:33][CH2:32][CH2:31]1. Procedure: The crude product from Step 3 (167 mg) was dissolved in EtOH (7 mL) whereupon a precipitate formed which was filtered. The filtrate was hydrogenated using an H-Cube flow reactor (Pd/C cartridge, oven temperature 50° C.). The eluant was collected from the flow reactor in two fractions. The second fraction was concentrated in vacuo and triturated with DCM to give a solid which was filtered and dried to give a further portion of title compound (16 mg). Starting materials: C(C)OC(CCCCN1N=NN=C1)=O ((5-tetrazol-1-yl)-valeric acid ethyl ester), [OH-].[Na+] (NaOH). The solvent is CO (methanol). Reaction conditions: time 2.5 hour. Yields the product N1(N=NN=C1)CCCCC(=O)O (5-(tetrazol-1-yl)-valeric acid). As a reaction SMILES: C([O:3][C:4](=[O:14])[CH2:5][CH2:6][CH2:7][CH2:8][N:9]1[CH:13]=[N:12][N:11]=[N:10]1)C.[OH-].[Na+]>CO>[N:9]1([CH2:8][CH2:7][CH2:6][CH2:5][C:4]([OH:14])=[O:3])[CH:13]=[N:12][N:11]=[N:10]1 |f:1.2|. Procedure: 2.12 g of (5-tetrazol-1-yl)-valeric acid ethyl ester are dissolved in 5 ml of methanol, and 4.28 ml of a methanolic NaOH solution (3N) are added. After stirring for 2.5 hours at room temperature, the solvent is distilled off and the residue is taken up in water. After washing with ethyl acetate, the aqueous phase is acidified (pH 3) and extracted twice with ethyl acetate. After drying and concentration by evaporation, the pure title compound is obtained. Reactants: [Li]CCCC, CCCCCC, CC(C)NC(C)C, CC(C)[N-]C(C)C, Cc1ccc2ccc(Cl)cc2n1, [Li+], C1CCOC1, CCOP(=O)(Cl)OCC. The product is C=Cc1ccc2ccc(Cl)cc2n1. Reaction SMILES: [CH2:1]([Li:2])[CH2:3][CH2:4][CH3:5].[CH3:6][CH2:7][CH2:8][CH2:9][CH2:10][CH3:11].[CH:12]([NH:13][CH:14]([CH3:15])[CH3:16])([CH3:17])[CH3:18].[CH:40]([N-:41][CH:42]([CH3:43])[CH3:44])([CH3:45])[CH3:46].[Cl:19][c:20]1[cH:21][cH:22][c:23]2[cH:24][cH:25][c:26]([CH3:30])[n:27][c:28]2[cH:29]1.[Li+:47].[O:48]1[CH2:49][CH2:50][CH2:51][CH2:52]1.[P:31]([Cl:32])([O:33][CH2:34][CH3:35])([O:36][CH2:37][CH3:38])=[O:39]>>[CH2:1]=[CH:30][c:26]1[cH:25][cH:24][c:23]2[cH:22][cH:21][c:20]([Cl:19])[cH:29][c:28]2[n:27]1. Starting materials: CCOC(C)=O, COc1cc(CN(Cc2cc(C(F)(F)F)cc(C(F)(F)F)c2)c2ncc(OCCCC(=O)OC(C)(C)C)cn2)c(-c2cc(C(C)C)c(F)cc2OC)cc1OC, [Na+], [OH-]. The product is COc1cc(CN(Cc2cc(C(F)(F)F)cc(C(F)(F)F)c2)c2ncc(OCCCC(=O)O)cn2)c(-c2cc(C(C)C)c(F)cc2OC)cc1OC. Reaction SMILES: [CH3:59][CH2:60][O:61][C:62](=[O:63])[CH3:64].[F:1][C:2]([c:3]1[cH:4][c:5]([CH2:6][N:7]([c:8]2[n:9][cH:10][c:11]([O:14][CH2:15][CH2:16][CH2:17][C:18](=[O:19])[O:20][C:21]([CH3:22])([CH3:23])[CH3:24])[cH:12][n:13]2)[CH2:25][c:26]2[c:27](-[c:36]3[c:37]([O:46][CH3:47])[cH:38][c:39]([F:45])[c:40]([CH:42]([CH3:43])[CH3:44])[cH:41]3)[cH:28][c:29]([O:34][CH3:35])[c:30]([O:32][CH3:33])[cH:31]2)[cH:48][c:49]([C:51]([F:52])([F:53])[F:54])[cH:50]1)([F:55])[F:56].[Na+:58].[OH-:57]>>[F:1][C:2]([c:3]1[cH:4][c:5]([CH2:6][N:7]([c:8]2[n:9][cH:10][c:11]([O:14][CH2:15][CH2:16][CH2:17][C:18](=[O:19])[OH:20])[cH:12][n:13]2)[CH2:25][c:26]2[c:27](-[c:36]3[c:37]([O:46][CH3:47])[cH:38][c:39]([F:45])[c:40]([CH:42]([CH3:43])[CH3:44])[cH:41]3)[cH:28][c:29]([O:34][CH3:35])[c:30]([O:32][CH3:33])[cH:31]2)[cH:48][c:49]([C:51]([F:52])([F:53])[F:54])[cH:50]1)([F:55])[F:56]. Starting materials: C(C)(C)(C)OC(=O)N1CCC(CC1)N1N=CC(=C1)C=1C=NC(=C(C1)C=1N=CC2=C(C=CC=C2C1)C)N (4-{4-[6-amino-5-(8-methylisoquinolin-3-yl)-pyridin-3-yl]-pyrazol-1-yl}-piperidine-1-carboxylic acid tert-butyl ester), C(Cl)Cl (DCM), Cl (HCl), CCOCC (Et2O). Run at time 2 hour. The product is Cl.Cl.Cl.CC=1C=CC=C2C=C(N=CC12)C=1C(=NC=C(C1)C=1C=NN(C1)C1CCNCC1)N (3-(8-Methylisoquinolin-3-yl)-5-(1-piperidin-4-yl-1H-pyrazol-4-yl)-pyridin-2-ylamine trihydrochloride). Reaction SMILES: C(OC([N:8]1[CH2:13][CH2:12][CH:11]([N:14]2[CH:18]=[C:17]([C:19]3[CH:20]=[N:21][C:22]([NH2:36])=[C:23]([C:25]4[N:26]=[CH:27][C:28]5[C:33]([CH:34]=4)=[CH:32][CH:31]=[CH:30][C:29]=5[CH3:35])[CH:24]=3)[CH:16]=[N:15]2)[CH2:10][CH2:9]1)=O)(C)(C)C.C(Cl)[Cl:38].[ClH:40].CCOCC>>[ClH:38].[ClH:40].[ClH:38].[CH3:35][C:29]1[CH:30]=[CH:31][CH:32]=[C:33]2[C:28]=1[CH:27]=[N:26][C:25]([C:23]1[C:22]([NH2:36])=[N:21][CH:20]=[C:19]([C:17]3[CH:16]=[N:15][N:14]([CH:11]4[CH2:12][CH2:13][NH:8][CH2:9][CH2:10]4)[CH:18]=3)[CH:24]=1)=[CH:34]2 |f:4.5.6.7|. Reported procedure: To a solution of 4-{4-[6-amino-5-(8-methylisoquinolin-3-yl)-pyridin-3-yl]-pyrazol-1-yl}-piperidine-1-carboxylic acid tert-butyl ester (11.0 mg, 0.0227 mmol) in DCM (0.40 mL, 6.2 mmol) was added 1.0 M of HCl in Et2O (0.60 mL, 0.60 mmol), and the mixture was stirred at ambient temperature for 2 h. Almost immediately an off-white solid precipitated. The solvents were evaporated, and the residue was suspended in Et2O, filtered off, and dried in vacuo overnight, yielding the title compound as yellow ... Starting materials: C(C)(C)(C)N (t-butylamine), ClC=1N=NC=C(C1Cl)Cl (3,4,5-trichloropyridazine). Yields the product ClC=1N=NC=C(C1NC(C)(C)C)Cl (3,5-Dichloro-4-(1,1-dimethylethylamino)pyridazine). RXN SMILES: [C:1]([NH2:5])([CH3:4])([CH3:3])[CH3:2].[Cl:6][C:7]1[N:8]=[N:9][CH:10]=[C:11]([Cl:14])[C:12]=1Cl>>[Cl:6][C:7]1[N:8]=[N:9][CH:10]=[C:11]([Cl:14])[C:12]=1[NH:5][C:1]([CH3:4])([CH3:3])[CH3:2]. Reported procedure: Following the general procedure of PREPARATION 31 and making non-critical variations but starting with t-butylamine (66.5 ml), and 3,4,5-trichloropyridazine, the title compound is obtained, NMR (300 MHz, CDCl3) 8.50, 5.09, and 1.55δ. Reactants: NC=1C(=NC=C(C1)OC)/C=C/C(=O)OCC (ethyl (2E)-3-(3-amino-5-methoxypyridin-2-yl)acrylate), C[O-].[Na+].CO (sodium methoxide methanol), C[O-].[Na+].CO (sodium methoxide methanol), C[O-].[Na+].CO (sodium methoxide methanol). The solvent is CO (methanol). Conditions: time 20 minute. Yields the product COC1=CN=C2C=CC(NC2=C1)=O (7-methoxy-1,5-naphthyridin-2(1H)-one). The yield is 61.8%. Reaction SMILES: [NH2:1][C:2]1[C:3](/[CH:10]=[CH:11]/[C:12]([O:14]CC)=O)=[N:4][CH:5]=[C:6]([O:8][CH3:9])[CH:7]=1.C[O-].[Na+].CO>CO>[CH3:9][O:8][C:6]1[CH:7]=[C:2]2[C:3]([CH:10]=[CH:11][C:12](=[O:14])[NH:1]2)=[N:4][CH:5]=1 |f:1.2.3|. Procedure: To a solution of 0.51 g of ethyl (2E)-3-(3-amino-5-methoxypyridin-2-yl)acrylate in 6 mL of methanol, 0.53 g of a 28% sodium methoxide/methanol solution was added at room temperature, and the mixture was heated under reflux while stirring for 2 hours 20 minutes. Thereto was added 0.53 g of a 28% sodium methoxide/methanol solution, and the mixture was heated under reflux while stirring for 1 hour 45 minutes. Thereto was further added 0.53 g of a 28% sodium methoxide/methanol solution, and the mixt...